This data is from the Open Reaction Database (ORD), a public repository of structured organic reaction records. The task is: describe an organic reaction: reactants, conditions, products, and yield The reactants are Cc1ccc(O)cc1C, Oc1ccc2c(c1)OCC2, O=C1C(=O)N(CC2CCCO2)c2cc3c(cc21)OCCO3, O=C1C(=O)N(C(c2ccccc2)c2ccccc2)c2ccccc21. Product: O=C1N(CC2CCCO2)c2cc3c(cc2C1(O)c1cc2c(cc1O)OCC2)OCCO3. As a reaction SMILES: [CH3:11][c:12]1[c:13]([CH3:14])[cH:15][c:16]([OH:17])[cH:18][cH:19]1.[O:1]1[CH2:2][CH2:3][c:4]2[c:5]1[cH:6][c:7]([OH:10])[cH:8][cH:9]2.[O:20]1[CH:21]([CH2:25][N:26]2[C:27](=[O:40])[C:28](=[O:39])[c:29]3[cH:30][c:31]4[c:32]([cH:33][c:34]32)[O:35][CH2:36][CH2:37][O:38]4)[CH2:22][CH2:23][CH2:24]1.[c:41]1([CH:42]([c:43]2[cH:44][cH:45][cH:46][cH:47][cH:48]2)[N:49]2[c:50]3[c:51]([cH:52][cH:53][cH:54][cH:55]3)[C:56](=[O:57])[C:58]2=[O:59])[cH:60][cH:61][cH:62][cH:63][cH:64]1>>[O:1]1[CH2:2][CH2:3][c:4]2[c:5]1[cH:6][c:7]([OH:10])[c:8]([C:28]1([OH:39])[C:27](=[O:40])[N:26]([CH2:25][CH:21]3[O:20][CH2:24][CH2:23][CH2:22]3)[c:34]3[c:29]1[cH:30][c:31]1[c:32]([cH:33]3)[O:35][CH2:36][CH2:37][O:38]1)[cH:9]2. The reactants are C1(=C(C(=C(C(=C1F)F)F)N)F)N.Cl.Cl (dihydrochloride), N1(CCCC1)CCCNC1=CC=C(C=C1)[N+](=O)[O-] (N-(3-pyrrolidin-1-ylpropyl)-4-nitro-1-aminobenzene). The reagents and catalysts are [Zn].[Cl-].[NH4+].O.C(C)O (zinc ammonium chloride water ethanol). The product is Cl.Cl.N1(CCCC1)CCCNC1=CC=C(C=C1)N (N-(3-pyrrolidin-1-ylpropyl)benzene-1,4-diamine Dihydrochloride). RXN SMILES: [N:1]1([CH2:6][CH2:7][CH2:8][NH:9][C:10]2[CH:15]=[CH:14][C:13]([N+:16]([O-])=O)=[CH:12][CH:11]=2)[CH2:5][CH2:4][CH2:3][CH2:2]1.C1(N)C(F)=C(F)C(F)=C(N)C=1F.[ClH:31].Cl>[Zn].[Cl-].[NH4+].O.C(O)C>[ClH:31].[ClH:31].[N:1]1([CH2:6][CH2:7][CH2:8][NH:9][C:10]2[CH:11]=[CH:12][C:13]([NH2:16])=[CH:14][CH:15]=2)[CH2:5][CH2:4][CH2:3][CH2:2]1 |f:1.2.3,4.5.6.7.8,9.10.11|. Reported procedure: The N-(3-pyrrolidin-1-ylpropyl)-4-nitro-1-aminobenzene (13) obtained above was reduced with a boiling zinc/ammonium chloride/water/ethanol mixture. The corresponding amine was isolated in dihydrochloride form.